From a dataset of the Open Reaction Database (ORD), a public repository of structured organic reaction records. describe an organic reaction: reactants, conditions, products, and yield The reactants are CO (Methanol), O=S(Cl)Cl (SOCl2), C(C)(C)(C)OC(=O)N1CCC2(CC1)CCC(CC2)CC(=O)O (2-(3-(tert-butoxycarbonyl)-3-azaspiro[5.5]undecan-9-yl)acetic acid). Reaction conditions: time 15 minute. The product is C1CNCCC12CCC(CC2)CC(=O)OC (methyl 2-(3-azaspiro[5.5]undecan-9-yl)acetate), hydrochloride salt. Reaction SMILES: O=S(Cl)Cl.C(OC([N:12]1[CH2:17][CH2:16][C:15]2([CH2:22][CH2:21][CH:20]([CH2:23][C:24]([OH:26])=[O:25])[CH2:19][CH2:18]2)[CH2:14][CH2:13]1)=O)(C)(C)C.[CH3:27]O>>[CH2:16]1[C:15]2([CH2:18][CH2:19][CH:20]([CH2:23][C:24]([O:26][CH3:27])=[O:25])[CH2:21][CH2:22]2)[CH2:14][CH2:13][NH:12][CH2:17]1. Reported procedure: Methanol (50 mL) was cooled in an ice bath and SOCl2 (2 mL) was added dropwise with stirring. After 15 min, 2-(3-(tert-butoxycarbonyl)-3-azaspiro[5.5]undecan-9-yl)acetic acid (0.34 g, purchased from WuXi Pharmatech) was added. The mixture was stirred at rt for 2 d and concentrated to afford methyl 2-(3-azaspiro[5.5]undecan-9-yl)acetate as its hydrochloride salt.